The task is: describe an organic reaction: reactants, conditions, products, and yield. This data is from the Open Reaction Database (ORD), a public repository of structured organic reaction records. The reactants are O=C([O-])O, CCOC(C)=O, O=C(Cl)CCCl, NCc1ccc2ccn(C3CCN(CCc4ccc(F)cc4)CC3)c2c1, [Na+], c1ccncc1. Product: O=C(CCCl)NCc1ccc2ccn(C3CCN(CCc4ccc(F)cc4)CC3)c2c1. Reaction SMILES: [C:39](=[O:40])([OH:41])[O-:42].[CH3:44][CH2:45][O:46][C:47](=[O:48])[CH3:49].[Cl:27][CH2:28][CH2:29][C:30](=[O:31])[Cl:32].[F:1][c:2]1[cH:3][cH:4][c:5]([CH2:6][CH2:7][N:8]2[CH2:9][CH2:10][CH:11]([n:14]3[cH:15][cH:16][c:17]4[cH:18][cH:19][c:20]([CH2:23][NH2:24])[cH:21][c:22]34)[CH2:12][CH2:13]2)[cH:25][cH:26]1.[Na+:43].[cH:33]1[cH:34][cH:35][n:36][cH:37][cH:38]1>>[F:1][c:2]1[cH:3][cH:4][c:5]([CH2:6][CH2:7][N:8]2[CH2:9][CH2:10][CH:11]([n:14]3[cH:15][cH:16][c:17]4[cH:18][cH:19][c:20]([CH2:23][NH:24][C:30]([CH2:29][CH2:28][Cl:27])=[O:31])[cH:21][c:22]34)[CH2:12][CH2:13]2)[cH:25][cH:26]1. Starting materials: C(C1=CC=CC=C1)NC1=CC=CC=C1 (N-benzylaniline), COC1=C(C=CC(=C1)OC)P(=O)(Cl)Cl (2,4-dimethoxyphenyl phosphonic dichloride), COC1=C(C=CC(=C1)OC)P(=O)(Cl)Cl (2,4-dimethoxyphenyl phosphonic dichloride), dilithio. Product: COC1=C(C=CC(=C1)OC)P1(N(CC2=C1C=CC=C2)C2=CC=CC=C2)=O (1-(2,4-dimethoxyphenyl)-2-phenyl-2,3-dihydro-1H-2,1-benzazaphosphole-1-oxide). Isolated yield 66.0%. Reaction SMILES: [CH2:1]([NH:8][C:9]1[CH:14]=[CH:13][CH:12]=[CH:11][CH:10]=1)[C:2]1[CH:7]=[CH:6][CH:5]=[CH:4][CH:3]=1.[CH3:15][O:16][C:17]1[CH:22]=[C:21]([O:23][CH3:24])[CH:20]=[CH:19][C:18]=1[P:25](Cl)(Cl)=[O:26]>>[CH3:15][O:16][C:17]1[CH:22]=[C:21]([O:23][CH3:24])[CH:20]=[CH:19][C:18]=1[P:25]1(=[O:26])[C:3]2[CH:4]=[CH:5][CH:6]=[CH:7][C:2]=2[CH2:1][N:8]1[C:9]1[CH:14]=[CH:13][CH:12]=[CH:11][CH:10]=1. Reported procedure: The procedure of Example 1 was employed utilizing N-benzylaniline and 2,4-dimethoxyphenyl phosphonic dichloride. The reaction of the dilithio compound and the 2,4-dimethoxyphenyl phosphonic dichloride was conducted at -76° C. to yield 1-(2,4-dimethoxyphenyl)-2-phenyl-2,3-dihydro-1H-2,1-benzazaphosphole-1-oxide (7.2 g, 66% yield) as a white solid having a melting point of 173°-175° C. and the following analysis: